describe an organic reaction: reactants, conditions, products, and yield From a dataset of the Open Reaction Database (ORD), a public repository of structured organic reaction records. Reactants: secondary amines, N-hydrogen, [N+](=O)([O-])C(CCO)(CNCC(CCO)([N+](=O)[O-])[N+](=O)[O-])[N+](=O)[O-] (3,3,7,7-tetranitro-5-azanonane-1,9-diol), 1,9-diester, CC(=O)CC(=O)O (diacetate). Yields the product C(C)(=O)OCCC(CN(CC(CCOC(C)=O)([N+](=O)[O-])[N+](=O)[O-])[N+](=O)[O-])([N+](=O)[O-])[N+](=O)[O-] (3,3,5,7,7-pentanitro-5-azanonane-1,9-diol-1,9-diacetate), C(C)(=O)OC(C)=O (acetic anhydride). The yield is 90.0%. As a reaction SMILES: [N+:1]([C:4]([N+:21]([O-:23])=[O:22])([CH2:8][NH:9][CH2:10][C:11]([N+:18]([O-:20])=[O:19])([N+:15]([O-:17])=[O:16])[CH2:12][CH2:13][OH:14])[CH2:5][CH2:6][OH:7])([O-:3])=[O:2].CC([CH2:27][C:28]([OH:30])=[O:29])=O>>[C:6]([O:14][CH2:13][CH2:12][C:11]([N+:15]([O-:17])=[O:16])([N+:18]([O-:20])=[O:19])[CH2:10][N:9]([N+:1]([O-:3])=[O:2])[CH2:8][C:4]([N+:21]([O-:23])=[O:22])([N+:1]([O-:3])=[O:2])[CH2:5][CH2:6][O:7][C:28](=[O:30])[CH3:27])(=[O:7])[CH3:5].[C:28]([O:30][C:13](=[O:14])[CH3:12])(=[O:29])[CH3:27]. Procedure details: The 3,3,7,7-tetranitro-5-azanonane-1,9-diol and its 1,9-diester derivatives are secondary amines with an active N-hydrogen which can be replaced with a more energetic group. For instance, Example 5 illustrate the nitration of the diacetate to form 3,3,5,7,7-pentanitro-5-azanonane-1,9-diol-1,9-diacetate using 90% nitric acid and acetic anhydride, ##STR19## Example 6 shows the acid hydrolysis of this diacetate to form 3,3,5,7,7-pentanitro-5-azanonane-1,9-diol, ##STR20## Reactants: N1C(=CC2=CC=CC=C12)C(=O)N[C@@H](C(C)(C)C)C(=O)N1[C@@H]2CN([C@H](C1)C2)C(=O)OC(C)(C)C (1,1-dimethylethyl (1S,4S)-5-[N-(1H-indol-2-ylcarbonyl)-3-methyl-L-valyl]-2,5-diazabicyclo[2.2.1]heptane-2-carboxylate), C(=O)(C(F)(F)F)O (TFA). Run in C(Cl)Cl (CH2Cl2). Conditions: time 18 hour. Yields the product [C@@H]12N(C[C@@H](NC1)C2)C(=O)[C@H](C(C)(C)C)NC(=O)C=2NC1=CC=CC=C1C2 (N-{(1S)-1-[(1S,4S)-2,5-diazabicyclo[2.2.1]hept-2-ylcarbonyl]-2,2-dimethylpropyl}-1H-indole-2-carboxamide). Reaction SMILES: [NH:1]1[C:9]2[C:4](=[CH:5][CH:6]=[CH:7][CH:8]=2)[CH:3]=[C:2]1[C:10]([NH:12][C@H:13]([C:18]([N:20]1[CH2:25][C@@H:24]2[CH2:26][C@H:21]1[CH2:22][N:23]2C(OC(C)(C)C)=O)=[O:19])[C:14]([CH3:17])([CH3:16])[CH3:15])=[O:11].C(O)(C(F)(F)F)=O>C(Cl)Cl>[C@H:21]12[CH2:26][C@H:24]([NH:23][CH2:22]1)[CH2:25][N:20]2[C:18]([C@@H:13]([NH:12][C:10]([C:2]1[NH:1][C:9]2[C:4]([CH:3]=1)=[CH:5][CH:6]=[CH:7][CH:8]=2)=[O:11])[C:14]([CH3:17])([CH3:16])[CH3:15])=[O:19]. Reported procedure: To a solution of 1,1-dimethylethyl (1S,4S)-5-[N-(1H-indol-2-ylcarbonyl)-3-methyl-L-valyl]-2,5-diazabicyclo[2.2.1]heptane-2-carboxylate (40.5 g, 89.2 mmol) in CH2Cl2 (300 mL) was added TFA (75 mL) at 0° C. The mixture was stirred at room temperature for 18 h. The reaction was quenched with 1N NaOH while adjusting the pH of the solution to 8-9. The reaction was then extracted with CH2Cl2 (3×500 mL), dried over Na2SO4, filtered, and concentrated to yield the crude product. LCMS (m/z): 355.3 (M+H). Reactants: C(C)OC(=O)C=1C(=C2C(N(C(=NC2=CC1C)COCC1=CC=CC=C1)C1=C(C=CC=C1)S(NC)(=O)=O)=O)C (2-Benzyloxymethyl-5,7-dimethyl-3-(2-methylsulfamoyl-phenyl)-4-oxo-3,4-dihydro-quinazoline-6-carboxylic acid ethyl ester), P(Cl)(Cl)Cl (phosphorus trichloride), C(=O)(O)[O-].[Na+] (NaHCO3), C(C)OC(C1=C(C(C(=O)O)=C(C=C1C)NC(COCC1=CC=CC=C1)=O)C)=O (4-(Benzyloxyacetyl)amino-2,6-dimethyl-isophthalic acid 1-ethyl ester), NC1=C(C=CC=C1)S(=O)(=O)NC (2-amino-N-methyl-benzenesulfonamide). Solvent: C(C)(=O)OCC (ethyl acetate), C1(=CC=CC=C1)C (toluene), C(C)OCC (diethyl ether). Reaction conditions: time 5 minute. Yields the product C(CCC)OC(=O)C=1C(=C2C(N(C(=NC2=CC1C)CO)C1=C(C=CC=C1)S(NC)(=O)=O)=O)C (2-Hydroxymethyl-5,7-dimethyl-3-(2-methylsulfamoyl-phenyl)-4-oxo-3,4-dihydroquinazoline-6-carboxylic acid butyl ester). Reaction SMILES: [CH2:1]([O:3][C:4]([C:6]1[C:7]([CH3:38])=[C:8]2[C:13](=[CH:14][C:15]=1[CH3:16])[N:12]=[C:11]([CH2:17][O:18]CC1C=CC=CC=1)[N:10]([C:26]1[CH:31]=[CH:30][CH:29]=[CH:28][C:27]=1[S:32](=[O:36])(=[O:35])[NH:33][CH3:34])[C:9]2=[O:37])=[O:5])[CH3:2].[CH2:39](OC(=O)C1C(C)=CC(NC(=O)COCC2C=CC=CC=2)=C(C(O)=O)C=1C)[CH3:40].NC1C=CC=CC=1S(NC)(=O)=O.P(Cl)(Cl)Cl.C([O-])(O)=O.[Na+]>C(OCC)C.C(OCC)(=O)C.C1(C)C=CC=CC=1>[CH2:1]([O:3][C:4]([C:6]1[C:7]([CH3:38])=[C:8]2[C:13](=[CH:14][C:15]=1[CH3:16])[N:12]=[C:11]([CH2:17][OH:18])[N:10]([C:26]1[CH:31]=[CH:30][CH:29]=[CH:28][C:27]=1[S:32](=[O:35])(=[O:36])[NH:33][CH3:34])[C:9]2=[O:37])=[O:5])[CH2:2][CH2:39][CH3:40] |f:4.5|. Reported procedure: Preparation of 2-Benzyloxymethyl-5,7-dimethyl-3-(2-methylsulfamoyl-phenyl)-4-oxo-3,4-dihydro-quinazoline-6-carboxylic acid ethyl ester: To a mechanically-stirred suspension of 4-(Benzyloxyacetyl)amino-2,6-dimethyl-isophthalic acid 1-ethyl ester (27 g, 0.07 mol), 2-amino-N-methyl-benzenesulfonamide (13 g, 0.07 mol) and anhydrous toluene (500 mL) in a three-necked round bottom flask is added phosphorus trichloride (51 mL, 0.56 mol) via an addition funnel. The reaction mixture is stirred at room te... Starting materials: FC1=CC=CC(=N1)C=O (6-fluoro-pyridine-2-carbaldehyde), [I-].C[S+](C)C (trimethylsulfonium iodide), [OH-].[K+] (KOH). The solvent is CC#N (CH3CN), CCOC(=O)C (EtOAc). Conditions: temperature 67.5 celsius, time 8 hour. Product: FC1=NC(=CC=C1)C1OC1 (2-Fluoro-6-oxiranyl-pyridine). Isolated yield 25.4%. Reaction SMILES: [F:1][C:2]1[N:7]=[C:6]([CH:8]=[O:9])[CH:5]=[CH:4][CH:3]=1.[I-].[CH3:11][S+](C)C.[OH-].[K+]>CC#N.CCOC(C)=O>[F:1][C:2]1[CH:3]=[CH:4][CH:5]=[C:6]([CH:8]2[CH2:11][O:9]2)[N:7]=1 |f:1.2,3.4|. Reported procedure: A mixture of 6-fluoro-pyridine-2-carbaldehyde (1.88 g, 15 mmol), trimethylsulfonium iodide (3.3 g, 16.2 mmol) and KOH (crashed, 3.46 g, 61.9 mmol) in CH3CN (190 mL, containing 0.2 mL of water) was stirred at 65-70° C. under N2 for overnight. The mixture was cooled to rt and diluted with EtOAc (100 mL). After filtration, the filtrate was concentrated. The residue was portioned between H2O (100 mL) and EtOAc (80 mL), the aqueous layer was further extracted with EtOAc (4×80 mL). the combined EtOAc ... Starting materials: C(C1=CC=CC=C1)(C1=CC=CC=C1)N1CCN(CC1)C(CN1C(C(N(CC1)C(=O)OC(C)(C)C)C1=CC=CC=C1)=O)=O (tert-butyl 4-[2-(4-benzhydrylpiperazin-1-yl)-2-oxoethyl]-3-oxo-2-phenylpiperazine-1-carboxylate), Cl (HCl). The solvent is CO (methanol), O1CCOCC1 (dioxane). Product: C(C1=CC=CC=C1)(C1=CC=CC=C1)N1CCN(CC1)C(CN1C(C(NCC1)C1=CC=CC=C1)=O)=O (1-[2-(4-benzhydrylpiperazin-1-yl)-2-oxoethyl]-3-phenylpiperazin-2-one). RXN SMILES: [CH:1]([N:14]1[CH2:19][CH2:18][N:17]([C:20](=[O:42])[CH2:21][N:22]2[CH2:27][CH2:26][N:25](C(OC(C)(C)C)=O)[CH:24]([C:35]3[CH:40]=[CH:39][CH:38]=[CH:37][CH:36]=3)[C:23]2=[O:41])[CH2:16][CH2:15]1)([C:8]1[CH:13]=[CH:12][CH:11]=[CH:10][CH:9]=1)[C:2]1[CH:7]=[CH:6][CH:5]=[CH:4][CH:3]=1.Cl>CO.O1CCOCC1>[CH:1]([N:14]1[CH2:19][CH2:18][N:17]([C:20](=[O:42])[CH2:21][N:22]2[CH2:27][CH2:26][NH:25][CH:24]([C:35]3[CH:40]=[CH:39][CH:38]=[CH:37][CH:36]=3)[C:23]2=[O:41])[CH2:16][CH2:15]1)([C:2]1[CH:3]=[CH:4][CH:5]=[CH:6][CH:7]=1)[C:8]1[CH:13]=[CH:12][CH:11]=[CH:10][CH:9]=1. Procedure: The compound from Example 101D (0.24 g, 0.42 mmol) was dissolved in methanol and treated with 4 N HCl in dioxane at ambient temperature for 2 hours. The reaction mixture was concentrated and then partitioned in 1 N NaOH/methylene chloride. The organic layer was dried over MgSO4, concentrated in vacuo and chromatographed, eluting with 5% MeOH/methylene chloride to yield the title compound. 1H NMR (300 MHz, DMSO-d6) δ ppm 7.15-7.48 (m, 15H), 4.30-4.44 (m, 3H), 3.91-4.27 (m, 2H), 3.33-3.55 (m, 4H),... Reactants: N[C@H]1[C@@H](COC2=CC=C(C=C12)Br)O (racemic-trans-4-amino-6-bromochroman-3-ol), C[C@]1(CC[C@@H](C1(C)C)C(=O)O)C(=O)O (D-(+)-camphoric acid), C(C)#N (acetonitrile). Run in O (water). Run at time 10 minute. Yields the product N[C@@H]1[C@H](COC2=CC=C(C=C12)Br)O ((3R,4S)-4-amino-6-bromo-chroman-3-ol). The yield is 46.5%. Reaction SMILES: [NH2:1][C@@H:2]1[C:11]2[C:6](=[CH:7][CH:8]=[C:9]([Br:12])[CH:10]=2)[O:5][CH2:4][C@H:3]1[OH:13].C[C@]1(C(O)=O)C(C)(C)[C@@H](C(O)=O)CC1.C(#N)C>O>[NH2:1][C@H:2]1[C:11]2[C:6](=[CH:7][CH:8]=[C:9]([Br:12])[CH:10]=2)[O:5][CH2:4][C@@H:3]1[OH:13]. Procedure details: Heat a mixture of racemic-trans-4-amino-6-bromochroman-3-ol (21.1 g, 86.4 mmol), D-(+)-camphoric acid (17.3 g, 86.4 mmol), acetonitrile (633 mL) and water (47.6 mL) to 70-75° C. and stir for 10 min. The solution is allowed to cool to ambient temperature over 4 hr. After 24 hr. at ambient temperature, the mixture is filtered. Rinse the solids with 7% H2O in acetonitrile (2×20 mL). Heat the filtrate to 50° C. and add 1N NaOH (216.1 mL). Concentrate the resulting mixture under reduced pressure to r... The reactants are Cc1ccccc1, O=C=Nc1ccc(Cl)c(Cl)c1, CCOC(=O)c1noc2c1CNCC2. The product is CCOC(=O)c1noc2c1CN(C(=O)Nc1ccc(Cl)c(Cl)c1)CC2. RXN SMILES: [CH3:26][c:27]1[cH:28][cH:29][cH:30][cH:31][cH:32]1.[Cl:15][c:16]1[c:17]([Cl:25])[cH:18][c:19]([N:22]=[C:23]=[O:24])[cH:20][cH:21]1.[o:1]1[n:2][c:3]([C:10](=[O:11])[O:12][CH2:13][CH3:14])[c:4]2[c:9]1[CH2:8][CH2:7][NH:6][CH2:5]2>>[o:1]1[n:2][c:3]([C:10](=[O:11])[O:12][CH2:13][CH3:14])[c:4]2[c:9]1[CH2:8][CH2:7][N:6]([C:23]([NH:22][c:19]1[cH:18][c:17]([Cl:25])[c:16]([Cl:15])[cH:21][cH:20]1)=[O:24])[CH2:5]2.